Dataset: the Open Reaction Database (ORD), a public repository of structured organic reaction records. Task: describe an organic reaction: reactants, conditions, products, and yield Reactants: CC1(C\C=C\CCCCCC\C=C\CCC1=O)C(=O)OCC (ethyl 1-methyl-15-oxocyclopentadeca-3E,11E-dienecarboxylate), [OH-].[K+] (potassium hydroxide). Solvent: C(C)O (ethanol). The product is CC1C(CC/C=C/CCCCCC/C=C/C1)=O (2-methylcyclopentadeca-4E,12E-diene-1-one). The yield is 43.4%. RXN SMILES: [CH3:1][C:2]1(C(OCC)=O)[C:16](=[O:17])[CH2:15][CH2:14][CH:13]=[CH:12][CH2:11][CH2:10][CH2:9][CH2:8][CH2:7][CH2:6][CH:5]=[CH:4][CH2:3]1.[OH-].[K+]>C(O)C>[CH3:1][CH:2]1[CH2:3][CH:4]=[CH:5][CH2:6][CH2:7][CH2:8][CH2:9][CH2:10][CH2:11][CH:12]=[CH:13][CH2:14][CH2:15][C:16]1=[O:17] |f:1.2|. Procedure details: A solution of ethyl 1-methyl-15-oxocyclopentadeca-3E,11E-dienecarboxylate (0.180 g, 0.59 mmole) and potassium hydroxide (0.15 g, 2.68 mmole) in 50% aqueous ethanol (3 ml) was heated to 65° C. for 5 hours. The solvents were removed by reduced pressure distillation and to the residue was added 5% aqueous hydrochloric acid and methylene chloride. The mixture was shaken, the layers separated, and the organic layer was dried over anhydrous magnesium sulfate, filtered and evaporated to give the crude ... Starting materials: C1=CC=CC=2OC3=CC=CC=C3C(C12)CO (9-xanthenemethanol), C1(=CC=CC=C1)N=C=O (phenyl isocyanate). Reagents/catalysts: C(C)N(CC)CC (triethylamine). Run in C1=CC=CC=C1 (benzene). Run at temperature 80 celsius. Yields the product C(NC1=CC=CC=C1)(OCC1C2=CC=CC=C2OC=2C=CC=CC12)=O (9-Xanthenylmethyl Carbanilate). Isolated yield 95.2%. Reaction SMILES: [CH:1]1[C:14]2[CH:13]([CH2:15][OH:16])[C:12]3[C:7](=[CH:8][CH:9]=[CH:10][CH:11]=3)[O:6][C:5]=2[CH:4]=[CH:3][CH:2]=1.[C:17]1([N:23]=[C:24]=[O:25])[CH:22]=[CH:21][CH:20]=[CH:19][CH:18]=1>C1C=CC=CC=1.C(N(CC)CC)C>[C:24](=[O:25])([O:16][CH2:15][CH:13]1[C:12]2[CH:11]=[CH:10][CH:9]=[CH:8][C:7]=2[O:6][C:5]2[C:14]1=[CH:1][CH:2]=[CH:3][CH:4]=2)[NH:23][C:17]1[CH:22]=[CH:21][CH:20]=[CH:19][CH:18]=1. Procedure: To a mixture of 1.0 g of 9-xanthenemethanol and 0.51 mL of phenyl isocyanate in 5.0 mL of dry benzene was added two drops of triethylamine. The mixture was heated in an oil bath at 80° C. for 20 hours and cooled in an ice bath for 2 hours. The precipitated crystals were filtered and rinsed with Skelly B to give 1.48 g (95.2%) of the crude urethane as white crystals. Recrystallization from EtOAc--Skelly B (5:1) gave 1.37 g (88.1%) of the pure Xmoc-aniline as white needles, m.p. 180°-181° C.; IR (...